From a dataset of the Open Reaction Database (ORD), a public repository of structured organic reaction records. describe an organic reaction: reactants, conditions, products, and yield Reactants: N/C(/C(=O)OC)=C\C(=O)OC (dimethyl aminofumarate), C(=O)C1C(CCCC1)=O (2-formylcyclohexanone). Reaction conditions: temperature 150 celsius. Product: N1=C(C(=CC=2CCCCC12)C(=O)OC)C(=O)OC (dimethyl 5,6,7,8-tetrahydroquinoline-2,3-dicarboxylate). The yield is 18.9%. RXN SMILES: [NH2:1]/[C:2](=[CH:7]\[C:8]([O:10][CH3:11])=[O:9])/[C:3]([O:5][CH3:6])=[O:4].[CH:12]([CH:14]1[CH2:19][CH2:18][CH2:17][CH2:16][C:15]1=O)=O>>[N:1]1[C:15]2[CH2:16][CH2:17][CH2:18][CH2:19][C:14]=2[CH:12]=[C:7]([C:8]([O:10][CH3:11])=[O:9])[C:2]=1[C:3]([O:5][CH3:6])=[O:4]. Procedure: A mixture of 10.04 g dimethyl aminofumarate and 8.0 g 2-formylcyclohexanone is heated at 150° C. under a reflux condenser for one hour. The condenser is removed, and the volatile components allowed to escape. Material volatile at 0.5 mm and 150° C. is then removed. The residue is purified by flash chromatography on silica gel using hexane-ethyl acetate (4:1) as eluant. Fractions containing the product are combined to give 2.97 g dimethyl 5,6,7,8-tetrahydroquinoline-2,3-dicarboxylate as an amber ... The reactants are C(C)(C)(C)OC(=O)N1C(C(NCC1)=O)CC(=O)O (2-Carboxymethyl-3-oxo-piperazine-1-carboxylic acid tert-butyl ester), ClC=1C=C(C(=N)NO)C=CC1 (3-chloro-N-hydroxy-benzamidine), C=1C=CC2=C(C1)N=NN2O (HOBt), CCN=C=NCCCN(C)C.Cl (EDCl). Solvent: CN(C)C=O (DMF), C(C)(=O)OCC (ethyl acetate). Reaction conditions: temperature 135 celsius. Product: C(C)(C)(C)OC(=O)N1C(C(NCC1)=O)C1=NC(=NO1)C1=CC(=CC=C1)Cl (2-[3-(3-Chloro-phenyl)-[1,2,4]oxadiazol-5-yl]-3-oxo-piperazine-1-carboxylic acid tert-butyl ester). Isolated yield 53.9%. RXN SMILES: [C:1]([O:5][C:6]([N:8]1[CH2:13][CH2:12][NH:11][C:10](=[O:14])[CH:9]1[CH2:15]C(O)=O)=[O:7])([CH3:4])([CH3:3])[CH3:2].[Cl:19][C:20]1[CH:21]=[C:22]([CH:27]=[CH:28][CH:29]=1)[C:23]([NH:25][OH:26])=[NH:24].C1C=CC2N(O)N=NC=2C=1.CCN=C=NCCCN(C)C.Cl>CN(C=O)C.C(OCC)(=O)C>[C:1]([O:5][C:6]([N:8]1[CH2:13][CH2:12][NH:11][C:10](=[O:14])[CH:9]1[C:15]1[O:26][N:25]=[C:23]([C:22]2[CH:27]=[CH:28][CH:29]=[C:20]([Cl:19])[CH:21]=2)[N:24]=1)=[O:7])([CH3:2])([CH3:3])[CH3:4] |f:3.4|. Procedure details: 2-Carboxymethyl-3-oxo-piperazine-1-carboxylic acid tert-butyl ester (1.87 g, 7.25 mmol), 3-chloro-N-hydroxy-benzamidine (1.36 g, 7.98 mmol), HOBt (1.08 g, 7.98 mmol) and EDCl (1.53 g, 7.98 mmol) in DMF (20 mL) were stirred at room temperature overnight. The reaction mixture was diluted with ethyl acetate, washed with water (3 times), saturated sodium bicarbonate (2 times) and brine, dried over anhydrous sodium sulfate, filtered and concentrated. The residue was dissolved in DMF (20 mL) and then ... Starting materials: FC(C=1C=C(CN(C=2N=NN(N2)C)CC2=C(C=CC(=C2)C(F)(F)F)C(=O)C2CCCCC2)C=C(C1)C(F)(F)F)(F)F ((2-{[(3,5-bis-trifluoromethyl-benzyl)-(2-methyl-2H-tetrazol-5-yl)-amino]-methyl}-4-trifluoromethyl-phenyl)-cyclohexyl-methanone), [BH4-].[Na+] (sodium borohydride). Run in CO (methanol). Product: FC(C=1C=C(CN(C=2N=NN(N2)C)CC2=C(C=CC(=C2)C(F)(F)F)C(O)C2CCCCC2)C=C(C1)C(F)(F)F)(F)F ((2-{[(3,5-Bis-trifluoromethyl-benzyl)-(2-methyl-2H-tetrazol-5-yl)-amino]-methyl}-4-trifluoromethyl-phenyl)-cyclohexyl-methanol). Yield: 99.7%. RXN SMILES: [F:1][C:2]([F:41])([F:40])[C:3]1[CH:4]=[C:5]([CH:33]=[C:34]([C:36]([F:39])([F:38])[F:37])[CH:35]=1)[CH2:6][N:7]([CH2:14][C:15]1[CH:20]=[C:19]([C:21]([F:24])([F:23])[F:22])[CH:18]=[CH:17][C:16]=1[C:25]([CH:27]1[CH2:32][CH2:31][CH2:30][CH2:29][CH2:28]1)=[O:26])[C:8]1[N:9]=[N:10][N:11]([CH3:13])[N:12]=1.[BH4-].[Na+]>CO>[F:41][C:2]([F:1])([F:40])[C:3]1[CH:4]=[C:5]([CH:33]=[C:34]([C:36]([F:37])([F:38])[F:39])[CH:35]=1)[CH2:6][N:7]([CH2:14][C:15]1[CH:20]=[C:19]([C:21]([F:24])([F:23])[F:22])[CH:18]=[CH:17][C:16]=1[CH:25]([CH:27]1[CH2:32][CH2:31][CH2:30][CH2:29][CH2:28]1)[OH:26])[C:8]1[N:9]=[N:10][N:11]([CH3:13])[N:12]=1 |f:1.2|. Procedure details: A solution of (2-{[(3,5-bis-trifluoromethyl-benzyl)-(2-methyl-2H-tetrazol-5-yl)-amino]-methyl}-4-trifluoromethyl-phenyl)-cyclohexyl-methanone (152 mg; 0.256 mmol) and sodium borohydride (22 mg; 0.582 mmol) in methanol (1.5 mL) was stirred at room temperature for 16 hours. The solvent was evaporated under reduced pressure. The residue was taken up in ethyl acetate, washed twice with water and then brine. The organic layer was dried sodium sulfate and concentrated under reduced pressure. The resid... Procedure details: A solution of 11.6 g of 3-[[5-[3-(trifluoromethyl)phenyl]-1,2,3-thiadiazol-4-yl]thio]propanoic acid, methyl ester in 100 ml of dry methanol was treated with 32 ml of 1M methanolic sodium methoxide. After standing one hour, the solvent was removed in vacuo, the residue taken up in dry methanol, filtered and then concentrated. The oil was triturated with ether giving a solid which was collected and dried in vacuo, giving 6.8 g of 5-[3-(trifluoromethyl)phenyl]-1,2,3-thiadiazole-4-thiol, monosodium ... The yield is 77.9%. Starting materials: FC(C=1C=C(C=CC1)C1=C(N=NS1)SCCC(=O)OC)(F)F (3-[[5-[3-(trifluoromethyl)phenyl]-1,2,3-thiadiazol-4-yl]thio]propanoic acid, methyl ester), C[O-].[Na+] (sodium methoxide). As a reaction SMILES: [F:1][C:2]([F:22])([F:21])[C:3]1[CH:4]=[C:5]([C:9]2[S:13][N:12]=[N:11][C:10]=2[S:14]CCC(OC)=O)[CH:6]=[CH:7][CH:8]=1.C[O-].[Na+]>CO>[F:22][C:2]([F:1])([F:21])[C:3]1[CH:4]=[C:5]([C:9]2[S:13][N:12]=[N:11][C:10]=2[SH:14])[CH:6]=[CH:7][CH:8]=1 |f:1.2|. Solvent: CO (methanol). Yields the product FC(C=1C=C(C=CC1)C1=C(N=NS1)S)(F)F (5-[3-(trifluoromethyl)phenyl]-1,2,3-thiadiazole-4-thiol). Run at time 1 hour. The reactants are CCN1CCNCC1, COc1ccc2c(Nc3c(Cl)cncc3Cl)cc(=O)[nH]c2c1OCCCCCCCl, Cl. The product is CCN1CCN(CCCCCCOc2c(OC)ccc3c(Nc4c(Cl)cncc4Cl)cc(=O)[nH]c23)CC1. As a reaction SMILES: [CH2:31]([CH3:32])[N:33]1[CH2:34][CH2:35][NH:36][CH2:37][CH2:38]1.[Cl:1][CH2:2][CH2:3][CH2:4][CH2:5][CH2:6][CH2:7][O:8][c:9]1[c:10]([O:29][CH3:30])[cH:11][cH:12][c:13]2[c:14]([NH:20][c:21]3[c:22]([Cl:28])[cH:23][n:24][cH:25][c:26]3[Cl:27])[cH:15][c:16](=[O:19])[nH:17][c:18]12.[ClH:39]>>[CH2:2]([CH2:3][CH2:4][CH2:5][CH2:6][CH2:7][O:8][c:9]1[c:10]([O:29][CH3:30])[cH:11][cH:12][c:13]2[c:14]([NH:20][c:21]3[c:22]([Cl:28])[cH:23][n:24][cH:25][c:26]3[Cl:27])[cH:15][c:16](=[O:19])[nH:17][c:18]12)[N:36]1[CH2:35][CH2:34][N:33]([CH2:31][CH3:32])[CH2:38][CH2:37]1. Reactants: CC(=O)[O-], CN(C)C=O, OB(O)c1ccc(F)cc1, Cc1occc1COc1ccc(I)cc1, [K+]. Product: Cc1occc1COc1ccc(-c2ccc(F)cc2)cc1. Reaction SMILES: [CH3:27][C:28](=[O:29])[O-:30].[CH3:31][N:32]([CH3:33])[CH:34]=[O:35].[F:1][c:2]1[cH:3][cH:4][c:5]([B:8]([OH:9])[OH:10])[cH:6][cH:7]1.[I:11][c:12]1[cH:13][cH:14][c:15]([O:16][CH2:17][c:18]2[c:19]([CH3:23])[o:20][cH:21][cH:22]2)[cH:24][cH:25]1.[K+:26]>>[F:1][c:2]1[cH:3][cH:4][c:5](-[c:12]2[cH:13][cH:14][c:15]([O:16][CH2:17][c:18]3[c:19]([CH3:23])[o:20][cH:21][cH:22]3)[cH:24][cH:25]2)[cH:6][cH:7]1. Starting materials: CC(C)(C)OC(=O)NCC(=O)N1CCC(c2ccc(NC(=O)c3nc(C#N)c[nH]3)c(C3=CCCCC3)c2)CC1, CCO, ClCCl, O=C(O)C(F)(F)F. Yields the product O=C(O)C(F)(F)F, N#Cc1c[nH]c(C(=O)Nc2ccc(C3CCN(C(=O)CN)CC3)cc2C2=CCCCC2)n1. Reaction SMILES: [C:1]([O:2][C:3](=[O:4])[NH:7][CH2:8][C:9](=[O:10])[N:11]1[CH2:12][CH2:13][CH:14]([c:17]2[cH:18][c:19]([C:33]3=[CH:34][CH2:35][CH2:36][CH2:37][CH2:38]3)[c:20]([NH:23][C:24](=[O:25])[c:26]3[nH:27][cH:28][c:29]([C:31]#[N:32])[n:30]3)[cH:21][cH:22]2)[CH2:15][CH2:16]1)([CH3:5])([CH3:6])[CH3:39].[CH3:40][CH2:41][OH:42].[Cl:50][CH2:51][Cl:52].[F:43][C:44]([C:45](=[O:46])[OH:47])([F:48])[F:49]>>[F:43][C:44]([C:45](=[O:46])[OH:47])([F:48])[F:49].[NH2:7][CH2:8][C:9](=[O:10])[N:11]1[CH2:12][CH2:13][CH:14]([c:17]2[cH:18][c:19]([C:33]3=[CH:34][CH2:35][CH2:36][CH2:37][CH2:38]3)[c:20]([NH:23][C:24](=[O:25])[c:26]3[nH:27][cH:28][c:29]([C:31]#[N:32])[n:30]3)[cH:21][cH:22]2)[CH2:15][CH2:16]1. Starting materials: BrC1=C(SC(=C1C)C1=CC=C(C=C1)OC)C1OCCO1 (2-[3-Bromo-5-(4-methoxyphenyl)-4-methylthien-2-yl]-1,3-dioxolane), COC1=CC(=C(C=C1)B(O)O)C (4-methoxy-2-methylphenylboronic acid). Yields the product OC1=CC(=C(C=C1)C1=C(SC(=C1C)C1=CC=C(C=C1)O)C=O)C (3-(4-Hydroxy-2-methylphenyl)-5-(4-hydroxyphenyl)-4-methyl-2-thiophenecarbaldehyde). Isolated yield 57.5%. Reaction SMILES: Br[C:2]1[C:6]([CH3:7])=[C:5]([C:8]2[CH:13]=[CH:12][C:11]([O:14]C)=[CH:10][CH:9]=2)[S:4][C:3]=1[CH:16]1[O:20]CCO1.C[O:22][C:23]1[CH:28]=[CH:27][C:26](B(O)O)=[C:25]([CH3:32])[CH:24]=1>>[OH:22][C:23]1[CH:28]=[CH:27][C:26]([C:2]2[C:6]([CH3:7])=[C:5]([C:8]3[CH:9]=[CH:10][C:11]([OH:14])=[CH:12][CH:13]=3)[S:4][C:3]=2[CH:16]=[O:20])=[C:25]([CH3:32])[CH:24]=1. Procedure: Starting from 2-[3-bromo-5-(4-methoxyphenyl)-4-methylthien-2-yl]-1,3-dioxolane (1.1 g, 3.0 mmol, made in Example 1, Step 1) and substituting 4-methoxy-2-methylphenylboronic acid (0.55 g, 3.3 mmol) in place of 3-methoxyphenylboronic acid (Step 2), the title compound (0.56 g, 90%, m.p. 244-47° C.) was synthesized in essentially the same manner as described in Example 1, Steps 2-4. Starting materials: BrC1=CC=C(N)C=C1 (4-bromoaniline), CS(=O)(=O)Cl (methanesulfonyl chloride), resultant mixture. The solvent is ClCCl (dichloromethane), N1=CC=CC=C1 (pyridine), ClCCl (dichloromethane). The product is BrC1=CC=C(C=C1)NS(=O)(=O)C (N-(4-bromophenyl)methanesulfonamide). Reaction SMILES: [Br:1][C:2]1[CH:8]=[CH:7][C:5]([NH2:6])=[CH:4][CH:3]=1.[CH3:9][S:10](Cl)(=[O:12])=[O:11]>ClCCl.N1C=CC=CC=1>[Br:1][C:2]1[CH:8]=[CH:7][C:5]([NH:6][S:10]([CH3:9])(=[O:12])=[O:11])=[CH:4][CH:3]=1. Procedure: A solution of 4-bromoaniline (1.00 g, 5.81 mmol) and methanesulfonyl chloride (1 eq) in dichloromethane (10 mL) and pyridine (5 mL) was stirred at rt for 18 h. The resultant mixture was then diluted with dichloromethane and washed with water and then brine. The organic phase was collected, dried (MgSO4) and concentrated in vacuo to give N-(4-bromophenyl)methanesulfonamide. The reactants are BrC=1C=C2N(N=CC(=C2N[C@H](CO)[C@@H](C)O)C(=O)N)C1 (6-bromo-4-(((2R,3R)-1,3-dihydroxybutan-2-yl)amino) pyrrolo[1,2-b]pyridazine-3-carboxamide), CN1C=CC2=CC(=CC=C12)B(O)O ((1-methyl-1H-indol-5-yl)boronic acid), P(=O)([O-])([O-])[O-].[K+].[K+].[K+] (potassium phosphate). The reagents and catalysts are C1=CC=C(C=C1)P([C-]2C=CC=C2)C3=CC=CC=C3.C1=CC=C(C=C1)P([C-]2C=CC=C2)C3=CC=CC=C3.Cl[Pd]Cl.[Fe+2].C(Cl)Cl (PdCl2(dppf) CH2Cl2). Solvent: CC(=O)N(C)C (DMA). Run at temperature 95 celsius, time 25 minute. Product: OC[C@H]([C@@H](C)O)NC=1C=2N(N=CC1C(=O)N)C=C(C2)C=2C=C1C=CN(C1=CC2)C (4-(((2R,3R)-1,3-dihydroxybutan-2-yl)amino)-6-(1-methyl-1H-indol-5-yl)pyrrolo[1,2-b]pyridazine-3-carboxamide). The yield is 85.7%. As a reaction SMILES: Br[C:2]1[CH:3]=[C:4]2[C:9]([NH:10][C@@H:11]([C@H:14]([OH:16])[CH3:15])[CH2:12][OH:13])=[C:8]([C:17]([NH2:19])=[O:18])[CH:7]=[N:6][N:5]2[CH:20]=1.[CH3:21][N:22]1[C:30]2[C:25](=[CH:26][C:27](B(O)O)=[CH:28][CH:29]=2)[CH:24]=[CH:23]1.P([O-])([O-])([O-])=O.[K+].[K+].[K+]>CC(N(C)C)=O.C1C=CC(P(C2C=CC=CC=2)[C-]2C=CC=C2)=CC=1.C1C=CC(P(C2C=CC=CC=2)[C-]2C=CC=C2)=CC=1.Cl[Pd]Cl.[Fe+2].C(Cl)Cl>[OH:13][CH2:12][C@@H:11]([NH:10][C:9]1[C:4]2[N:5]([CH:20]=[C:2]([C:27]3[CH:26]=[C:25]4[C:30](=[CH:29][CH:28]=3)[N:22]([CH3:21])[CH:23]=[CH:24]4)[CH:3]=2)[N:6]=[CH:7][C:8]=1[C:17]([NH2:19])=[O:18])[C@H:14]([OH:16])[CH3:15] |f:2.3.4.5,7.8.9.10.11|. Procedure: A mixture of 6-bromo-4-(((2R,3R)-1,3-dihydroxybutan-2-yl)amino) pyrrolo[1,2-b]pyridazine-3-carboxamide (25 mg, 0.073 mmol), (1-methyl-1H-indol-5-yl)boronic acid (38.2 mg, 0.219 mmol), PdCl2(dppf)-CH2Cl2 adduct (11.90 mg, 0.015 mmol) and potassium phosphate, tribasic, 2M (0.182 mL, 0.364 mmol) in DMA (0.5 mL) was heated to 95° C. for 45 minutes. After cooling to rt, the reaction mixture was filtered and the filtrate was purified via preparative LC/MS with the following conditions: Column: Waters ...